From a dataset of the Open Reaction Database (ORD), a public repository of structured organic reaction records. describe an organic reaction: reactants, conditions, products, and yield The reactants are aqueous solution, [OH-].[Na+] (sodium hydroxide), C(C)N(CCOC=1C=CC(=C(C(=O)NC2=C(C(=O)OC)C=CC(=C2)C2=CC=CC=C2)C1)O)CC (methyl 2-(5-(2-(diethylamino)ethoxy)-2-hydroxybenzamido)-4-phenylbenzoate), CS(=O)(=O)O (methanesulfonic acid). The solvent is O1CCOCC1 (Dioxane). Reaction conditions: time 30 minute. The product is C(C)N(CCOC=1C=CC(=C(C(=O)NC2=C(C(=O)O)C=CC(=C2)C2=CC=CC=C2)C1)O)CC (2-(5-(2-(diethylamino)ethoxy)-2-hydroxybenzamido)-4-phenylbenzoic acid). The yield is 93.6%. RXN SMILES: [OH-].[Na+].[CH2:3]([N:5]([CH2:35][CH3:36])[CH2:6][CH2:7][O:8][C:9]1[CH:10]=[CH:11][C:12]([OH:34])=[C:13]([CH:33]=1)[C:14]([NH:16][C:17]1[CH:26]=[C:25]([C:27]2[CH:32]=[CH:31][CH:30]=[CH:29][CH:28]=2)[CH:24]=[CH:23][C:18]=1[C:19]([O:21]C)=[O:20])=[O:15])[CH3:4].CS(O)(=O)=O>O1CCOCC1>[CH2:35]([N:5]([CH2:3][CH3:4])[CH2:6][CH2:7][O:8][C:9]1[CH:10]=[CH:11][C:12]([OH:34])=[C:13]([CH:33]=1)[C:14]([NH:16][C:17]1[CH:26]=[C:25]([C:27]2[CH:28]=[CH:29][CH:30]=[CH:31][CH:32]=2)[CH:24]=[CH:23][C:18]=1[C:19]([OH:21])=[O:20])=[O:15])[CH3:36] |f:0.1|. Procedure details: Dioxane (3.0 mL) and a 4 mol/L aqueous solution of sodium hydroxide (0.19 mL) were added to the obtained methyl 2-(5-(2-(diethylamino)ethoxy)-2-hydroxybenzamido)-4-phenylbenzoate (0.087 g), followed by stirring at room temperature for 2 hours and 30 minutes and then at 50 to 55° C. for 2 hours. The reaction mixture was cooled to room temperature and adjusted to a pH of 6.9 with methanesulfonic acid, and the solvent was evaporated under reduced pressure. Water was added to the obtained residue, a... Reaction SMILES: [S:1](Cl)([C:4]1[CH:10]=[CH:9][C:7]([CH3:8])=[CH:6][CH:5]=1)(=[O:3])=[O:2].C(NCC)C.[OH:17][C:18]1[CH:23]=[CH:22][C:21]([OH:24])=[CH:20][C:19]=1[S:25]([OH:28])(=[O:27])=[O:26]>>[S:1]([C:4]1[CH:10]=[CH:9][C:7]([CH3:8])=[CH:6][CH:5]=1)([OH:17])(=[O:3])=[O:2].[OH:17][C:18]1[CH:23]=[CH:22][C:21]([OH:24])=[CH:20][C:19]=1[S:25]([OH:28])(=[O:26])=[O:27] |f:3.4|. The reactants are C(C)NCC (diethylamine), ammonium salt, S(=O)(=O)(C1=CC=C(C)C=C1)Cl (tosyl chloride), C1(=CC=C(C=C1)S(=O)(=O)Cl)C (p-toluene sulphonyl chloride), OC1=C(C=C(C=C1)O)S(=O)(=O)O (2,5-dihydroxybenzene sulphonic acid). The product is ammonium salt, S(=O)(=O)(O)C1=CC=C(C)C=C1.OC1=C(C=C(C=C1)O)S(=O)(=O)O (2,5-dihydroxybenzenesulphonic acid monotosylate). Reported procedure: A process according to claim 1 wherein stoichiometric molar quantities of tosyl chloride or p-toluene sulphonyl chloride and either the diethylamine salt or the ammonium salt of 2,5-dihydroxybenzene sulphonic acid is used to obtain the ammonium salt of 2,5-dihydroxybenzenesulphonic acid monotosylate. Starting materials: C(#N)C=1C=C(C=CC1OCC(C)(C)C)NC(=O)C=1C(=NN(C1)CC(=O)OCC)C (Ethyl 4-[N-(3-cyano-4-neopentyloxyphenyl)carbamoyl]-3-methylpyrazol-1-ylacetate), [OH-].[Na+] (sodium hydroxide). Solvent: C(C)O (ethanol). Reaction conditions: time 30 minute. Yields the product C(#N)C=1C=C(C=CC1OCC(C)(C)C)NC(=O)C=1C(=NN(C1)CC(=O)O)C (4-[N-(3-Cyano-4-neopentyloxyphenyl)carbamoyl]-3-methylpyrazol-1-ylacetic acid). Yield: 30.7%. RXN SMILES: [C:1]([C:3]1[CH:4]=[C:5]([NH:15][C:16]([C:18]2[C:19]([CH3:29])=[N:20][N:21]([CH2:23][C:24]([O:26]CC)=[O:25])[CH:22]=2)=[O:17])[CH:6]=[CH:7][C:8]=1[O:9][CH2:10][C:11]([CH3:14])([CH3:13])[CH3:12])#[N:2].[OH-].[Na+]>C(O)C>[C:1]([C:3]1[CH:4]=[C:5]([NH:15][C:16]([C:18]2[C:19]([CH3:29])=[N:20][N:21]([CH2:23][C:24]([OH:26])=[O:25])[CH:22]=2)=[O:17])[CH:6]=[CH:7][C:8]=1[O:9][CH2:10][C:11]([CH3:14])([CH3:13])[CH3:12])#[N:2] |f:1.2|. Procedure: Ethyl 4-[N-(3-cyano-4-neopentyloxyphenyl)carbamoyl]-3-methylpyrazol-1-ylacetate (0.7 g) was added to ethanol (5 ml) and 10% aqueous sodium hydroxide solution (5 ml) was added. The mixture was stirred at a refluxing temperature for 30 min. The solvent was evaporated under reduced pressure. To the residue was added dilute hydrochloric acid and the mixture was extracted with ethyl acetate. The organic layer was washed with saturated brine and dried over anhydrous magnesium sulfate, after which the ... The reactants are CCCCCCCCCCOc1cc(CN=[N+]=[N-])cc(OCCCCCCCCCC)c1, [N-]=[N+]=[N-]. The product is CCCCCCCCCCOc1cc(CN)cc(OCCCCCCCCCC)c1. Reaction SMILES: [CH2:1]([CH2:2][CH2:3][CH2:4][CH2:5][CH2:6][CH2:7][CH2:8][CH2:9][CH3:10])[O:11][c:12]1[cH:13][c:14]([CH2:15][N:16]=[N+:17]=[N-:18])[cH:19][c:20]([O:22][CH2:23][CH2:24][CH2:25][CH2:26][CH2:27][CH2:28][CH2:29][CH2:30][CH2:31][CH3:32])[cH:21]1.[N-:33]=[N+:34]=[N-:35]>>[CH2:1]([CH2:2][CH2:3][CH2:4][CH2:5][CH2:6][CH2:7][CH2:8][CH2:9][CH3:10])[O:11][c:12]1[cH:13][c:14]([CH2:15][NH2:16])[cH:19][c:20]([O:22][CH2:23][CH2:24][CH2:25][CH2:26][CH2:27][CH2:28][CH2:29][CH2:30][CH2:31][CH3:32])[cH:21]1.